From a dataset of the Open Reaction Database (ORD), a public repository of structured organic reaction records. describe an organic reaction: reactants, conditions, products, and yield The reactants are O=C([O-])O, O=C(OO)c1cccc(Cl)c1, CC(Cl)Cl, [K+], O=C(O)c1ccc(COc2ccc(SCc3ccc4ccccc4n3)cc2)cc1. The product is O=C(O)c1ccc(COc2ccc(S(=O)Cc3ccc4ccccc4n3)cc2)cc1. RXN SMILES: [C:41](=[O:42])([O-:43])[OH:44].[Cl:30][c:31]1[cH:32][cH:33][cH:34][c:35]([C:36]([O:37][OH:39])=[O:38])[cH:40]1.[Cl:46][CH:47]([Cl:48])[CH3:49].[K+:45].[n:1]1[c:2]([CH2:11][S:12][c:13]2[cH:14][cH:15][c:16]([O:17][CH2:18][c:19]3[cH:20][cH:21][c:22]([C:23](=[O:24])[OH:25])[cH:26][cH:27]3)[cH:28][cH:29]2)[cH:3][cH:4][c:5]2[cH:6][cH:7][cH:8][cH:9][c:10]12>>[n:1]1[c:2]([CH2:11][S:12]([c:13]2[cH:14][cH:15][c:16]([O:17][CH2:18][c:19]3[cH:20][cH:21][c:22]([C:23](=[O:24])[OH:25])[cH:26][cH:27]3)[cH:28][cH:29]2)=[O:38])[cH:3][cH:4][c:5]2[cH:6][cH:7][cH:8][cH:9][c:10]12. Starting materials: C(C1=CC=CC=C1)[C@@H]([C@H](C[C@H](CC1=CC=C(C=C1)C1=NC=CC=C1)NC([C@@H](NC(=O)OC)C(C)(C)C)=O)O)NC([C@@H](NC(=O)OC)CC(=O)NC(C1=CC=CC=C1)(C1=CC=CC=C1)C1=CC=CC=C1)=O (N1-[(1S,2S,4S)-1-benzyl-2-hydroxy-4-{[N-(methoxycarbonyl)-3-methyl-L-valyl]amino}-5-(4-pyridin-2-ylphenyl)pentyl]-N2-(methoxycarbonyl)-N4-trityl-L-aspartamide), FC(C(=O)O)(F)F (trifluoroacetic acid). The solvent is ClCCl (dichloromethane). Product: COC(N[C@H](C(N[C@H]([C@H](C[C@@H](NC([C@@H](NC(OC)=O)C(C)(C)C)=O)CC1=CC=C(C=C1)C1=NC=CC=C1)O)CC1=CC=CC=C1)=O)CC(=O)N)=O (methyl(1S,4S,5S,7S,10S)-1-(2-amino-2-oxoethyl)-4-benzyl-10-tert-butyl-5-hydroxy-2,9,12-trioxo-7-(4-pyridin-2-ylbenzyl)-13-oxa-3,8,11-triazatetradec-1-ylcarbamate). Isolated yield 21.0%. As a reaction SMILES: [CH2:1]([C@H:8]([NH:39][C:40](=[O:70])[C@H:41]([CH2:47][C:48]([NH:50]C(C1C=CC=CC=1)(C1C=CC=CC=1)C1C=CC=CC=1)=[O:49])[NH:42][C:43]([O:45][CH3:46])=[O:44])[C@@H:9]([OH:38])[CH2:10][C@@H:11]([NH:25][C:26](=[O:37])[C@H:27]([C:33]([CH3:36])([CH3:35])[CH3:34])[NH:28][C:29]([O:31][CH3:32])=[O:30])[CH2:12][C:13]1[CH:18]=[CH:17][C:16]([C:19]2[CH:24]=[CH:23][CH:22]=[CH:21][N:20]=2)=[CH:15][CH:14]=1)[C:2]1[CH:7]=[CH:6][CH:5]=[CH:4][CH:3]=1.FC(F)(F)C(O)=O>ClCCl>[CH3:46][O:45][C:43](=[O:44])[NH:42][C@@H:41]([CH2:47][C:48]([NH2:50])=[O:49])[C:40](=[O:70])[NH:39][C@@H:8]([CH2:1][C:2]1[CH:7]=[CH:6][CH:5]=[CH:4][CH:3]=1)[C@@H:9]([OH:38])[CH2:10][C@H:11]([CH2:12][C:13]1[CH:14]=[CH:15][C:16]([C:19]2[CH:24]=[CH:23][CH:22]=[CH:21][N:20]=2)=[CH:17][CH:18]=1)[NH:25][C:26](=[O:37])[C@H:27]([C:33]([CH3:36])([CH3:35])[CH3:34])[NH:28][C:29](=[O:30])[O:31][CH3:32]. Procedure details: A solution of Example 168C (27.7 mg, 0.027 mmol) in dichloromethane (0.5 mL) was treated with trifluoroacetic acid (0.25 mL) at 25° C. for 2 h. The solvents were evaporated, and the residue was dissolved in dichloromethane, washed with saturated sodium bicarbonate, dried over MgSO4, filtered, and the solvents were evaporated. The crude residue was purified by silica gel chromatography eluting with a gradient of dichloromethane, 100% ethyl acetate, and 95% ethyl acetate/7% methanol to give the ti...